From a dataset of the Open Reaction Database (ORD), a public repository of structured organic reaction records. describe an organic reaction: reactants, conditions, products, and yield The reactants are FC=1C=CC(=C(C(=O)NC)C1)[N+](=O)[O-] (5-fluoro-N-methyl-2-nitrobenzamide), FC=1C=CC(=C(C(=O)NC)C1)[N+](=O)[O-] (5-fluoro-N-methyl-2-nitrobenzamide). Reagents/catalysts: [Pd] (Palladium). Solvent: CCO (EtOH). Conditions: time 16 hour. The product is NC1=C(C(=O)NC)C=C(C=C1)F (2-Amino-5-fluoro-N-methylbenzamide). Isolated yield 100.0%. As a reaction SMILES: [F:1][C:2]1[CH:3]=[CH:4][C:5]([N+:12]([O-])=O)=[C:6]([CH:11]=1)[C:7]([NH:9][CH3:10])=[O:8]>CCO.[Pd]>[NH2:12][C:5]1[CH:4]=[CH:3][C:2]([F:1])=[CH:11][C:6]=1[C:7]([NH:9][CH3:10])=[O:8]. Procedure details: A solution of 5-fluoro-N-methyl-2-nitrobenzamide (Compound 102B) in EtOH (10.0 mL) was charged with Palladium 10% wt on activated carbon (0.316 g, 0.297 mmol). The reaction mixture was evacuated and purged with hydrogen gas (3 times). The reaction mixture was allowed to stir under hydrogen at rt for 16 h. The reaction mixture was filtered through a pad of celite. The filtrate was concentrated under reduced pressure to yield a light yellow semi-solid. The material was purified by silica gel chrom... Reactants: S1C(=CC=C1)C(=O)NNC(C)=O (N-(2-thienylcarbonylamino)ethanamide), P(=O)(Cl)(Cl)Cl (phosphorus oxychloride). Run at temperature 90 celsius, time 8 hour. The product is CC=1OC(=NN1)C=1SC=CC1 (2-methyl-5-(2-thienyl)-1,3,4-oxadiazole). The yield is 75.3%. Reaction SMILES: [S:1]1[CH:5]=[CH:4][CH:3]=[C:2]1[C:6]([NH:8][NH:9][C:10](=[O:12])[CH3:11])=O.P(Cl)(Cl)(Cl)=O>>[CH3:11][C:10]1[O:12][C:6]([C:2]2[S:1][CH:5]=[CH:4][CH:3]=2)=[N:8][N:9]=1. Procedure details: A mixture of N-(2-thienylcarbonylamino)ethanamide (5.37 g) and phosphorus oxychloride (15 ml) was stirred for 8 hours at 90° C. After cooling to ambient temperature, the mixture was concentrated. The residue was partitioned between AcOEt and saturated aqueous NaHCO3 solution. The organic layer was separated and washed with saturated aqueous NaHCO3 solution and brine. The resulting solution was dried over sodium sulfate and concentrated to give 3.65 g of 2-methyl-5-(2-thienyl)-1,3,4-oxadiazole as... Isolated yield 94.2%. The product is FC(C=1C=C(CN)C=C(C1)C(F)(F)F)(F)F (3,5-bis(trifluoromethyl)benzylamine). RXN SMILES: [F:1][C:2]([F:17])([F:16])[C:3]1[CH:4]=[C:5]([CH:9]=[C:10]([C:12]([F:15])([F:14])[F:13])[CH:11]=1)[CH:6]=[N:7]O.Cl.[H][H].[OH-].[Na+]>CO.[Pd].CCOCC>[F:1][C:2]([F:16])([F:17])[C:3]1[CH:4]=[C:5]([CH:9]=[C:10]([C:12]([F:15])([F:13])[F:14])[CH:11]=1)[CH2:6][NH2:7] |f:3.4|. Reagents/catalysts: catalyst, [Pd] (palladium). The solvent is CCOCC (ether), CO (methanol). Starting materials: Cl (hydrogen chloride), [OH-].[Na+] (sodium hydroxide), FC(C=1C=C(C=NO)C=C(C1)C(F)(F)F)(F)F (3,5-bis(trifluoromethyl)benzaldehyde oxime), [H][H] (hydrogen). Procedure: The second step of the process of the present invention was conducted as follows. At first, 5.03 g (19.6 mol) of 3,5-bis(trifluoromethyl)benzaldehyde oxime were dissolved in methanol followed by the addition of 3.0 g (82.3 mmol) of hydrogen chloride gas and 252 mg of a catalyst (i.e., activated carbon carrying thereon 5% palladium) and stirring for 5.5 hours in a hydrogen atmosphere at 10 atm and room temperature (approx. 25° C.). After removing the catalyst, ether was added to the reaction liqu... Starting materials: NC(=O)c1ccc(Cl)cc1NCC(=O)O, COc1ccc(CCN)cc1OC, ClC(Cl)Cl. Yields the product COc1ccc(CCNC(=O)CNc2cc(Cl)ccc2C(N)=O)cc1OC. Reaction SMILES: [C:14]([NH2:15])(=[O:16])[c:17]1[c:18]([NH:24][CH2:25][C:26](=[O:27])[OH:28])[cH:19][c:20]([Cl:23])[cH:21][cH:22]1.[CH3:1][O:2][c:3]1[cH:4][c:5]([CH2:6][CH2:7][NH2:8])[cH:9][cH:10][c:11]1[O:12][CH3:13].[CH:29]([Cl:30])([Cl:31])[Cl:32]>>[CH3:1][O:2][c:3]1[cH:4][c:5]([CH2:6][CH2:7][NH:8][C:26]([CH2:25][NH:24][c:18]2[c:17]([C:14]([NH2:15])=[O:16])[cH:22][cH:21][c:20]([Cl:23])[cH:19]2)=[O:27])[cH:9][cH:10][c:11]1[O:12][CH3:13]. The reactants are N1N=CC(=C1)C=1C(=NC(=CC1)N)N (3-(1H-pyrazol-4-yl)-pyridine-2,6-diamine), [H-].[Na+] (sodium hydride), ClCC=1C=CC(=NC1)OC1=CC=CC=C1 (5-chloromethyl-2-phenoxy-pyridine). The solvent is CN(C=O)C (N,N-dimethylformamide). Run at time 10 minute. The product is O(C1=CC=CC=C1)C1=CC=C(C=N1)CN1N=CC(=C1)C=1C(=NC(=CC1)N)N (3-(1-(6-Phenoxy-pyridin-3-ylmethyl)-1H-pyrazol-4-yl)-pyridin-2,6-diamine). Yield: 25.1%. Reaction SMILES: [NH:1]1[CH:5]=[C:4]([C:6]2[C:7]([NH2:13])=[N:8][C:9]([NH2:12])=[CH:10][CH:11]=2)[CH:3]=[N:2]1.[H-].[Na+].Cl[CH2:17][C:18]1[CH:19]=[CH:20][C:21]([O:24][C:25]2[CH:30]=[CH:29][CH:28]=[CH:27][CH:26]=2)=[N:22][CH:23]=1>CN(C)C=O>[O:24]([C:21]1[N:22]=[CH:23][C:18]([CH2:17][N:1]2[CH:5]=[C:4]([C:6]3[C:7]([NH2:13])=[N:8][C:9]([NH2:12])=[CH:10][CH:11]=3)[CH:3]=[N:2]2)=[CH:19][CH:20]=1)[C:25]1[CH:26]=[CH:27][CH:28]=[CH:29][CH:30]=1 |f:1.2|. Reported procedure: To an N,N-dimethylformamide (5.00 mL) solution of 3-(1H-pyrazol-4-yl)-pyridine-2,6-diamine (30.0 mg, 0.171 mmol) described in Manufacturing Example 36-1-2 was added sodium hydride (7.52 mg, 0.188 mmol, 60% in oil) on an ice bath (0° C.) under nitrogen atmosphere, which was stirred for 10 minutes at room temperature. Thereafter, 5-chloromethyl-2-phenoxy-pyridine (59.9 mg, 0.273 mmol) described in Manufacturing Example 193-1-2 was added to the above mixture, which was stirred for 30 minutes at roo... Reactants: O=C([O-])O, CN1C(=O)CNc2ccccc21, CN(C)C=O, COc1ccc(F)cc1C(C)(C)CC1(C(F)(F)F)CO1, O=C1CNc2ccccc2N1, [Na+]. Product: COc1ccc(F)cc1C(C)(C)CC(O)(CN1CC(=O)N(C)c2ccccc21)C(F)(F)F. Reaction SMILES: [C:44](=[O:45])([OH:46])[O-:47].[CH3:21][N:22]1[C:23](=[O:32])[CH2:24][NH:25][c:26]2[cH:27][cH:28][cH:29][cH:30][c:31]21.[CH3:49][N:50]([CH3:51])[CH:52]=[O:53].[F:1][c:2]1[cH:3][cH:4][c:5]([O:19][CH3:20])[c:6]([C:8]([CH2:9][C:10]2([C:13]([F:14])([F:15])[F:16])[O:11][CH2:12]2)([CH3:17])[CH3:18])[cH:7]1.[NH:33]1[c:34]2[c:35]([cH:36][cH:37][cH:38][cH:39]2)[NH:40][CH2:41][C:42]1=[O:43].[Na+:48]>>[F:1][c:2]1[cH:3][cH:4][c:5]([O:19][CH3:20])[c:6]([C:8]([CH2:9][C:10]([OH:11])([CH2:12][N:25]2[CH2:24][C:23](=[O:32])[N:22]([CH3:21])[c:31]3[c:26]2[cH:27][cH:28][cH:29][cH:30]3)[C:13]([F:14])([F:15])[F:16])([CH3:17])[CH3:18])[cH:7]1. Starting materials: COc1ccc(Cl)cc1C(=O)N=c1sc(C(C)(C)C)cn1CC(C)(C)OC(C)=O, COc1ccc(P2(=S)SP(=S)(c3ccc(OC)cc3)S2)cc1, Cc1ccccc1. The product is COc1ccc(Cl)cc1C(=S)N=c1sc(C(C)(C)C)cn1CC(C)(C)OC(C)=O. RXN SMILES: [C:1]([CH3:2])(=[O:3])[O:4][C:5]([CH2:6][n:7]1[c:8](=[N:16][C:17]([c:18]2[c:19]([O:25][CH3:26])[cH:20][cH:21][c:22]([Cl:24])[cH:23]2)=[O:27])[s:9][c:10]([C:12]([CH3:13])([CH3:14])[CH3:15])[cH:11]1)([CH3:28])[CH3:29].[CH3:30][O:31][c:32]1[cH:33][cH:34][c:35]([P:36]2(=[S:37])[S:38][P:40](=[S:41])([c:42]3[cH:43][cH:44][c:45]([O:46][CH3:47])[cH:48][cH:49]3)[S:39]2)[cH:50][cH:51]1.[CH3:52][c:53]1[cH:54][cH:55][cH:56][cH:57][cH:58]1>>[C:1]([CH3:2])(=[O:3])[O:4][C:5]([CH2:6][n:7]1[c:8](=[N:16][C:17]([c:18]2[c:19]([O:25][CH3:26])[cH:20][cH:21][c:22]([Cl:24])[cH:23]2)=[S:39])[s:9][c:10]([C:12]([CH3:13])([CH3:14])[CH3:15])[cH:11]1)([CH3:28])[CH3:29]. The reactants are CC=1C=C(C=NNC2=NC(=NC(=C2)N2CCOCC2)CCCO)C=CC1 (3-{4-[N′-(3-methyl-benzylidene)-hydrazino]-6-morpholin-4-yl-pyrimidin-2-yl}-propan-1-ol), CN(C)C1=NC=CC=C1 (dimethylaminopyridine), COC=1C=C(C=CC1)N=C=O (m-methoxyphenylisocyanate). Run in C(C)#N (acetonitrile). Reaction conditions: temperature 60 celsius, time 16 hour. Yields the product Compound 1, CC=1C=C(C=NNC2=NC(=NC(=C2)N2CCOCC2)CCCOC(NC2=CC(=CC=C2)OC)=O)C=CC1 ((3-methoxy-phenyl)-carbamic acid 3-{4-[N′-(3-methyl-benzylidene)-hydrazino]-6-morpholin-4-yl-pyrimidin-2-yl}-propyl ester). Reaction SMILES: [CH3:1][C:2]1[CH:3]=[C:4]([CH:24]=[CH:25][CH:26]=1)[CH:5]=[N:6][NH:7][C:8]1[CH:13]=[C:12]([N:14]2[CH2:19][CH2:18][O:17][CH2:16][CH2:15]2)[N:11]=[C:10]([CH2:20][CH2:21][CH2:22][OH:23])[N:9]=1.[CH3:27][O:28][C:29]1[CH:30]=[C:31]([N:35]=[C:36]=[O:37])[CH:32]=[CH:33][CH:34]=1.CN(C1C=CC=CN=1)C>C(#N)C>[CH3:1][C:2]1[CH:3]=[C:4]([CH:24]=[CH:25][CH:26]=1)[CH:5]=[N:6][NH:7][C:8]1[CH:13]=[C:12]([N:14]2[CH2:19][CH2:18][O:17][CH2:16][CH2:15]2)[N:11]=[C:10]([CH2:20][CH2:21][CH2:22][O:23][C:36](=[O:37])[NH:35][C:31]2[CH:32]=[CH:33][CH:34]=[C:29]([O:28][CH3:27])[CH:30]=2)[N:9]=1. Procedure details: S5; 3-{4-[N′-(3-methyl-benzylidene)-hydrazino]-6-morpholin-4-yl-pyrimidin-2-yl}-propan-1-ol (355 mg, 1 mmol) was dissolved in acetonitrile (4 mL). To the mixture was added m-methoxyphenylisocyanate (149 mg., 1 mmol) and a catalytic amount of dimethylaminopyridine. The reaction was stirred at 60° C. for 16 hours. The reaction was then cooled to 4° C., and the precipitate was filtered, washed with acetonitrile (1 mL) and dried to give Compound 1, (3-methoxy-phenyl)-carbamic acid 3-{4-[N′-(3-methyl... RXN SMILES: [C:1]1([CH2:7][C:8]([NH:10][CH:11]2[C:37](=[O:38])[N:13]3[C:14]([C:21]([O:23][CH:24]([C:31]4[CH:36]=[CH:35][CH:34]=[CH:33][CH:32]=4)[C:25]4[CH:30]=[CH:29][CH:28]=[CH:27][CH:26]=4)=[O:22])=[C:15]([CH2:19]Cl)[CH2:16][S:17](=[O:18])[C@H:12]23)=[O:9])[CH:6]=[CH:5][CH:4]=[CH:3][CH:2]=1.[NH:39]1[C:43]([SH:44])=[N:42][N:41]=[N:40]1.CN(C)C=O.Cl>C(N(CC)CC)C>[C:1]1([CH2:7][C:8]([NH:10][CH:11]2[C:37](=[O:38])[N:13]3[C:14]([C:21]([O:23][CH:24]([C:31]4[CH:36]=[CH:35][CH:34]=[CH:33][CH:32]=4)[C:25]4[CH:30]=[CH:29][CH:28]=[CH:27][CH:26]=4)=[O:22])=[C:15]([CH2:19][S:44][C:43]4[NH:42][N:41]=[N:40][N:39]=4)[CH2:16][S:17](=[O:18])[C@H:12]23)=[O:9])[CH:6]=[CH:5][CH:4]=[CH:3][CH:2]=1. Run in C(C)N(CC)CC (triethylamine). Reported procedure: A mixture of benzhydryl 7-(2-phenylacetamido)-3-chloromethyl-3-cephem-4-carboxylate-1-oxide (70.0 g), 1H-tetrazole-5-thiol (15.6 g) and N,N-dimethylformamide (700 ml) was stirred to give a homogeneous solution and thereto was added triethylamine (32.1 g), keeping the temperature at 20° to 30° C. The resulting solution was stirred for 40 minutes at room temperature. After the reaction mixture was added to ice water (2.8 l), the mixture was adjusted to pH 2.0 with 10% hydrochloric acid and then fi... Reactants: C1(=CC=CC=C1)CC(=O)NC1[C@@H]2N(C(=C(CS2=O)CCl)C(=O)OC(C2=CC=CC=C2)C2=CC=CC=C2)C1=O (benzhydryl 7-(2-phenylacetamido)-3-chloromethyl-3-cephem-4-carboxylate-1-oxide), N1N=NN=C1S (1H-tetrazole-5-thiol), CN(C=O)C (N,N-dimethylformamide), ice water, Cl (hydrochloric acid). The product is C1(=CC=CC=C1)CC(=O)NC1[C@@H]2N(C(=C(CS2=O)CSC2=NN=NN2)C(=O)OC(C2=CC=CC=C2)C2=CC=CC=C2)C1=O (benzhydryl 7-(2-phenylacetamido)-3-(1H-tetrazole-5-yl)thiomethyl-3-cephem-4-carboxylate-1-oxide). The yield is 100.5%. The reactants are CNC (dimethylamine), SC1=NN=NN1CC(=O)OCC (Ethyl 5-mercapto-1H-tetrazol-1-ylacetate), CNC (dimethylamine). Run in C(C)O (ethanol), C(C)O (ethanol), C(C)O (ethanol). Reaction conditions: time 7 day. Yields the product CN(C(CN1N=NN=C1S)=O)C (N,N-Dimethyl-5-mercapto-1H-tetrazol-1-ylacetamide). RXN SMILES: [SH:1][C:2]1[N:6]([CH2:7][C:8]([O:10]CC)=O)[N:5]=[N:4][N:3]=1.[CH3:13][NH:14][CH3:15]>C(O)C>[CH3:13][N:14]([CH3:15])[C:8](=[O:10])[CH2:7][N:6]1[C:2]([SH:1])=[N:3][N:4]=[N:5]1. Procedure: Ethyl 5-mercapto-1H-tetrazol-1-ylacetate (1.5 g) in ethanol (10 ml) and 33% dimethylamine in ethanol (6 ml) were mixed and set aside for seven days. Further 33% dimethylamine in ethanol (6 ml) was added and the solution left for 7 more days then evaporated to dryness in vacuo. The residue was dissolved in water (50 ml), adjusted to pH 1.8, and concentrated to ca 20 ml in vacuo. The solution was cooled in ice and the crystalline product collected, 0.94 g (63.0%), m.p. 204°-205°; ε [(CD3)2CO] 3.02...